From a dataset of the Open Reaction Database (ORD), a public repository of structured organic reaction records. describe an organic reaction: reactants, conditions, products, and yield Starting materials: FC1=C(OC=2C=C3C=NN(C3=CC2O)CC(C)C)C=CC(=C1)F (5-(2,4-difluorophenoxy)-1-isobutyl-1H-indazol-6-ol), C(=O)([O-])[O-].[Cs+].[Cs+] (Cs2CO3), C(C)(C)(C)OC(=O)N1CC(OCC1)CBr (2-bromomethylmorpholine-4-carboxylic acid tert-butyl ester). The solvent is CCOCC (ether), O (water), CC(=O)N(C)C (DMA). Reaction conditions: time 14 hour. The product is FC1=C(OC=2C=C3C=NN(C3=CC2OCC2CNCCO2)CC(C)C)C=CC(=C1)F (5-(2,4-Difluorophenoxy)-1-isobutyl-6-(morpholin-2-ylmethoxy)-1H-indazole). RXN SMILES: [F:1][C:2]1[CH:22]=[C:21]([F:23])[CH:20]=[CH:19][C:3]=1[O:4][C:5]1[CH:6]=[C:7]2[C:11](=[CH:12][C:13]=1[OH:14])[N:10]([CH2:15][CH:16]([CH3:18])[CH3:17])[N:9]=[CH:8]2.C([O-])([O-])=O.[Cs+].[Cs+].C(OC([N:37]1[CH2:42][CH2:41][O:40][CH:39]([CH2:43]Br)[CH2:38]1)=O)(C)(C)C>CC(N(C)C)=O.CCOCC.O>[F:1][C:2]1[CH:22]=[C:21]([F:23])[CH:20]=[CH:19][C:3]=1[O:4][C:5]1[CH:6]=[C:7]2[C:11](=[CH:12][C:13]=1[O:14][CH2:43][CH:39]1[O:40][CH2:41][CH2:42][NH:37][CH2:38]1)[N:10]([CH2:15][CH:16]([CH3:18])[CH3:17])[N:9]=[CH:8]2 |f:1.2.3|. Reported procedure: To a solution of 5-(2,4-difluorophenoxy)-1-isobutyl-1H-indazol-6-ol (0.035 g, 0.11 mmol) in DMA (3.5 mL) was added Cs2CO3 (0.11 g, 0.33 mmol). The mixture stirred at room temperature for 1 hour before the addition of 2-bromomethylmorpholine-4-carboxylic acid tert-butyl ester (0.062 g, 0.22 mmol). The resulting mixture was stirred at room temperature for 14 hours. The reaction mixture was diluted with ether and water and the layers were separated. The aqueous layer was extracted with ether (3×) a... The reactants are B, O=C1CCC2(CC1)OCCO2, CC(=O)O, CO, Nc1cccc2cnccc12, c1ccncc1. Yields the product O=C1CCC(Nc2cccc3cnccc23)CC1. Reaction SMILES: [BH3:33].[CH2:1]1[O:2][C:4]2([O:3][CH2:11]1)[CH2:5][CH2:6][C:7](=[O:10])[CH2:8][CH2:9]2.[CH3:23][C:24](=[O:25])[OH:26].[CH3:34][OH:35].[NH2:12][c:13]1[c:14]2[cH:15][cH:16][n:17][cH:18][c:19]2[cH:20][cH:21][cH:22]1.[n:27]1[cH:28][cH:29][cH:30][cH:31][cH:32]1>>[CH:4]1([NH:12][c:13]2[c:14]3[cH:15][cH:16][n:17][cH:18][c:19]3[cH:20][cH:21][cH:22]2)[CH2:5][CH2:6][C:7](=[O:10])[CH2:8][CH2:9]1.